This data is from the Open Reaction Database (ORD), a public repository of structured organic reaction records. The task is: describe an organic reaction: reactants, conditions, products, and yield Starting materials: Oc1ccc(I)nc1Br, O=C([O-])[O-], CI, CN(C)C=O, CCOC(C)=O, [Cs+], [Cs+], O. The product is COc1ccc(I)nc1Br. RXN SMILES: [Br:1][c:2]1[n:3][c:4]([I:9])[cH:5][cH:6][c:7]1[OH:8].[C:10](=[O:11])([O-:12])[O-:13].[CH3:16][I:17].[CH3:19][N:20]([CH3:21])[CH:22]=[O:23].[CH3:24][CH2:25][O:26][C:27](=[O:28])[CH3:29].[Cs+:14].[Cs+:15].[OH2:18]>>[Br:1][c:2]1[n:3][c:4]([I:9])[cH:5][cH:6][c:7]1[O:8][CH3:10]. The reactants are NC1=NC=C(C=C1)C (2-amino-5-methyl pyridine), C(C)(C)OC=1C=C2C(C=CO2)=C(C1)C(=O)OC (methyl 6-isopropoxybenzofuran-4-carboxylate). The product is C(C)(C)OC=1C=C2C(C=CO2)=C(C1)C(=O)NC1=NC=C(C=C1)C (6-Isopropoxy-N-(5-methylpyridin-2-yl)benzofuran-4-carboxamide), solid. The yield is 37.0%. As a reaction SMILES: [NH2:1][C:2]1[CH:7]=[CH:6][C:5]([CH3:8])=[CH:4][N:3]=1.[CH:9]([O:12][C:13]1[CH:14]=[C:15]2[O:19][CH:18]=[CH:17][C:16]2=[C:20]([C:22](OC)=[O:23])[CH:21]=1)([CH3:11])[CH3:10]>>[CH:9]([O:12][C:13]1[CH:14]=[C:15]2[O:19][CH:18]=[CH:17][C:16]2=[C:20]([C:22]([NH:1][C:2]2[CH:7]=[CH:6][C:5]([CH3:8])=[CH:4][N:3]=2)=[O:23])[CH:21]=1)([CH3:11])[CH3:10]. Procedure details: The title compound was prepared in a similar manner as described for Example 1, from 2-amino-5-methyl pyridine and methyl 6-isopropoxybenzofuran-4-carboxylate (344a) to give a white solid (28 mg, 37% yield). 1H NMR (400 MHz, CDCl3) δ 8.77 (s, 1 H) 8.29 (d, J=8.56 Hz, 1 H) 8.04 (d, J=2.52 Hz, 1 H) 7.65 (d, J=2.27 Hz, 1 H) 7.58 (dd, J=8.31, 2.27 Hz, 1 H) 7.34 (d, J=2.01 Hz, 1 H) 7.21-7.23 (m, 2 H) 4.55-4.64 (m, 1 H) 2.30 (s, 3 H) 1.37 (d, J=6.04 Hz, 6 H); LCMS for C18H18N2O3 m/z 311.10 (M+H)+. The reactants are FC1=CC=C(C=C1)C(C(C(=O)OCC)CC1=CC(=CC=C1)C(C)C)=O (ethyl 3-(4-fluorophenyl)-2-(3-isopropylbenzyl)-3-oxopropionate), Cl (hydrochloric acid). The reagents and catalysts are [BH4-].[Zn+2].[BH4-] (zinc borohydride). Solvent: C(C)OCC (diethyl ether). Reaction conditions: temperature 0 celsius, time 20 minute. The product is FC1=CC=C(C=C1)C(C(C(=O)OCC)CC1=CC(=CC=C1)C(C)C)O (ethyl (2RS,3RS)-3-(4-fluorophenyl)-3-hydroxy-2-(3-isopropylbenzyl)propionate). As a reaction SMILES: [F:1][C:2]1[CH:7]=[CH:6][C:5]([C:8](=[O:25])[CH:9]([CH2:15][C:16]2[CH:21]=[CH:20][CH:19]=[C:18]([CH:22]([CH3:24])[CH3:23])[CH:17]=2)[C:10]([O:12][CH2:13][CH3:14])=[O:11])=[CH:4][CH:3]=1.Cl>C(OCC)C.[BH4-].[Zn+2].[BH4-]>[F:1][C:2]1[CH:7]=[CH:6][C:5]([CH:8]([OH:25])[CH:9]([CH2:15][C:16]2[CH:21]=[CH:20][CH:19]=[C:18]([CH:22]([CH3:24])[CH3:23])[CH:17]=2)[C:10]([O:12][CH2:13][CH3:14])=[O:11])=[CH:4][CH:3]=1 |f:3.4.5|. Procedure: While stirring zinc chloride (3.99 g, 29.3 mmol) in diethyl ether (30 ml), sodium borohydride (2.22 g, 58.6 mmol) was added at room temperature, and the mixture was stirred as it was for 2 hrs. The insoluble material in the mixture was removed by filtration and washed with diethyl ether to give a solution of zinc borohydride in diethyl ether. To the obtained solution was added a solution of ethyl 3-(4-fluorophenyl)-2-(3-isopropylbenzyl)-3-oxopropionate (5.016 g, 14.65 mmol) in diethyl ether (30 ... The reactants are COC(=O)c1ccc2c(c1)CC(C)(C)C(c1ccc(NC(=O)C3=CCCCC3)cc1)N2, CO, [Na+], [OH-], O. The product is CC1(C)Cc2cc(C(=O)O)ccc2NC1c1ccc(NC(=O)C2=CCCCC2)cc1. Reaction SMILES: [C:1]1([C:7](=[O:8])[NH:9][c:10]2[cH:11][cH:12][c:13]([CH:16]3[NH:17][c:18]4[cH:19][cH:20][c:21]([C:28](=[O:29])[O:30][CH3:31])[cH:22][c:23]4[CH2:24][C:25]3([CH3:26])[CH3:27])[cH:14][cH:15]2)=[CH:2][CH2:3][CH2:4][CH2:5][CH2:6]1.[CH3:34][OH:35].[Na+:33].[OH-:32].[OH2:36]>>[C:1]1([C:7](=[O:8])[NH:9][c:10]2[cH:11][cH:12][c:13]([CH:16]3[NH:17][c:18]4[cH:19][cH:20][c:21]([C:28](=[O:29])[OH:30])[cH:22][c:23]4[CH2:24][C:25]3([CH3:26])[CH3:27])[cH:14][cH:15]2)=[CH:2][CH2:3][CH2:4][CH2:5][CH2:6]1. The reactants are [Al+3], CCOC(=O)c1cc(C(C)(C)C)n[nH]1, [H-], [H-], [H-], [H-], [Li+], [Na+], [Na+], C1CCOC1, O, O, O, O, O, O, O, O, O, O, O=S(=O)([O-])[O-]. The product is CC(C)(C)c1cc(C=O)[nH]n1. As a reaction SMILES: [Al+3:16].[C:1]([CH3:2])([CH3:3])([CH3:4])[c:5]1[n:6][nH:7][c:8]([C:10](=[O:11])[O:12][CH2:13][CH3:14])[cH:9]1.[H-:15].[H-:18].[H-:19].[H-:20].[Li+:17].[Na+:36].[Na+:37].[O:38]1[CH2:39][CH2:40][CH2:41][CH2:42]1.[OH2:21].[OH2:22].[OH2:23].[OH2:24].[OH2:25].[OH2:26].[OH2:27].[OH2:28].[OH2:29].[OH2:30].[S:31]([O-:32])([O-:33])(=[O:34])=[O:35]>>[C:1]([CH3:2])([CH3:3])([CH3:4])[c:5]1[n:6][nH:7][c:8]([CH:10]=[O:11])[cH:9]1. Reactants: C(C)(C)NC(C)C (diisopropylamine), C[Si](C)(C)C#C ((trimethylsilyl)acetylene), CN(S(=O)(=O)C)C=1C=C(C(=O)N[C@H](C)C2=CC=C(C=C2)F)C=C(C1)Br (3-(N-methyl-N-(methylsulfonyl)amino)-5-bromo-N—((R)-1-(4-fluorophenyl)ethyl)benzamide), CC(=O)C (acetone). Reagents/catalysts: [Cu]I (copper(I)iodide), [Pd].C(C)(C)(C)P(C(C)(C)C)C(C)(C)C.C(C)(C)(C)P(C(C)(C)C)C(C)(C)C (bis(tri-t-butylphosphine) palladium (0)), C(Cl)(Cl)Cl.[Pd].[Pd] (dipalladium (0) chloroform). The solvent is CCOC(=O)C (EtOAc), O1CCOCC1 (dioxane). Conditions: time 8 hour. Product: C(C1=CC=CC=C1)(=O)N (benzamide). RXN SMILES: CN([C:7]1[CH:8]=[C:9]([CH:22]=[C:23](Br)[CH:24]=1)[C:10]([NH:12][C@@H](C1C=CC(F)=CC=1)C)=[O:11])S(C)(=O)=O.CC(C)=O.C(NC(C)C)(C)C.C[Si](C#C)(C)C>CCOC(C)=O.[Cu]I.[Pd].C(P(C(C)(C)C)C(C)(C)C)(C)(C)C.C(P(C(C)(C)C)C(C)(C)C)(C)(C)C.C(Cl)(Cl)Cl.[Pd].[Pd].O1CCOCC1>[C:10]([NH2:12])(=[O:11])[C:9]1[CH:22]=[CH:23][CH:24]=[CH:7][CH:8]=1 |f:6.7.8,9.10.11|. Reported procedure: To a solution of 3-(N-methyl-N-(methylsulfonyl)amino)-5-bromo-N—((R)-1-(4-fluorophenyl)ethyl)benzamide (200 mg, 0.46 mmol), copper(I)iodide (3.6 mg, 0.019 mmol), bis(tri-t-butylphosphine) palladium (0) (14 mg, 0.028 mmol) and tris(dibenzylide acetone) dipalladium (0) chloroform adduct (14.2 mg, 0.014 mmol) in 0.5 mL degassed dioxane was added diisopropylamine (0.084 mL, 0.60 mmol) and (trimethylsilyl)acetylene (0.085 mL, 0.60 mmol). The reaction was stirred at rt overnight and then heated to 60°... Reactants: BrC1=NC2=C(C(N(C=C2)CC2=NC(=CC3=CC=CC=C23)C)=O)N1CC#CC (2-bromo-3-(2-butyn-1-yl)-5-[(3-methyl-isoquinolin-1-yl)methyl]-3,5-dihydro-imidazo[4,5-c]pyridin-4-one), ClC1=NC2=C(C(N(C=C2)CC2=NC(=CC3=CC=CC=C23)C)=O)N1CC#CC (2-chloro-3-(2-butyn-1-yl)-5-[(3-methyl-isoquinolin-1-yl)methyl]-3,5-dihydro-imidazo[4,5-c]pyridin-4-one), CNCCN (N-methyl-ethylenediamine), C(C)(C)(C)OC(=O)N[C@H](CNC=1N(C2=C(C=NN(C2=O)CC=2N=CC3=CC=CC=C3C2C#N)N1)CC#CC)C ((S)-2-[(2-tert-butyloxycarbonylamino-propyl)amino]-3-(2-butyn-1-yl)-5-(4-cyanoisoquinolin-3-ylmethyl)-3,5-dihydro-imidazo[4,5-d]pyridazin-4-one). Product: NCCN(C)C=1N(C2=C(C=NN(C2=O)CC2=NC3=CC=CC=C3C(=N2)C)N1)CC#CC (2-[N-(2-aminoethyl)-N-methyl-amino]-3-(2-butyn-1-yl)-5-[(4-methyl-quinazolin-2-yl) methyl]-3,5-dihydro-imidazo[4,5-d]pyridazin-4-one). RXN SMILES: C(OC([NH:8][C@@H:9](C)[CH2:10][NH:11][C:12]1[N:13]([CH2:35][C:36]#[C:37][CH3:38])[C:14]2[C:19](=[O:20])[N:18]([CH2:21][C:22]3[N:23]=CC4C(C=3C#N)=CC=CC=4)[N:17]=[CH:16][C:15]=2[N:34]=1)=O)(C)(C)C.BrC1N(CC#CC)C2C(=O)N(CC3C4[C:54](=[CH:55][CH:56]=CC=4)[CH:53]=[C:52]([CH3:60])N=3)C=CC=2N=1.Cl[C:68]1N(CC#CC)C2C(=O)N(CC3C4C(=CC=CC=4)C=C(C)N=3)C=CC=2N=1.CN[CH2:96][CH2:97][NH2:98]>>[NH2:8][CH2:9][CH2:10][N:11]([C:12]1[N:13]([CH2:35][C:36]#[C:37][CH3:38])[C:14]2[C:19](=[O:20])[N:18]([CH2:21][C:22]3[N:23]=[C:55]([CH3:56])[C:54]4[C:97](=[CH:96][CH:60]=[CH:52][CH:53]=4)[N:98]=3)[N:17]=[CH:16][C:15]=2[N:34]=1)[CH3:68]. Procedure details: Product (2) was obtained by reacting a 1:1 mixture of 2-bromo-3-(2-butyn-1-yl)-5-[(3-methyl-isoquinolin-1-yl)methyl]-3,5-dihydro-imidazo[4,5-c]pyridin-4-one and 2-chloro-3-(2-butyn-1-yl)-5-[(3-methyl-isoquinolin-1-yl)methyl]-3,5-dihydro-imidazo[4,5-c]pyridin-4-one with N-methyl-ethylenediamine according to the instructions described above. The reactants are CC1CCC(Br)(Br)c2ncc(C(=O)O)c(=O)n21, CS(C)=O, CN(C)c1ccccc1, Nc1ccccc1, O. Product: CC1CC=C(Nc2ccccc2)c2ncc(C(=O)O)c(=O)n21. As a reaction SMILES: [Br:1][C:2]1([Br:17])[CH2:3][CH2:4][CH:5]([CH3:16])[n:6]2[c:7]1[n:8][cH:9][c:10]([C:13](=[O:14])[OH:15])[c:11]2=[O:12].[CH3:18][S:19](=[O:20])[CH3:21].[CH3:29][N:30]([c:31]1[cH:32][cH:33][cH:34][cH:35][cH:36]1)[CH3:37].[NH2:22][c:23]1[cH:24][cH:25][cH:26][cH:27][cH:28]1.[OH2:38]>>[C:2]1([NH:22][c:23]2[cH:24][cH:25][cH:26][cH:27][cH:28]2)=[CH:3][CH2:4][CH:5]([CH3:16])[n:6]2[c:7]1[n:8][cH:9][c:10]([C:13](=[O:14])[OH:15])[c:11]2=[O:12].